Dataset: the Open Reaction Database (ORD), a public repository of structured organic reaction records. Task: describe an organic reaction: reactants, conditions, products, and yield The reactants are Cc1ccccc1C(=O)CBr, [H-], [Na+], CC(C)(C)OC(=O)NC1CN(C(=O)C(C)(C)C)c2ccccc2NC1=O, C1CCOC1. Yields the product Cc1ccccc1C(=O)CN1C(=O)C(NC(=O)OC(C)(C)C)CN(C(=O)C(C)(C)C)c2ccccc21. RXN SMILES: [Br:29][CH2:30][C:31](=[O:32])[c:33]1[c:34]([CH3:39])[cH:35][cH:36][cH:37][cH:38]1.[H-:1].[Na+:2].[O:3]=[C:4]1[CH:5]([NH:21][C:22](=[O:23])[O:24][C:25]([CH3:26])([CH3:27])[CH3:28])[CH2:6][N:7]([C:15]([C:16]([CH3:17])([CH3:18])[CH3:19])=[O:20])[c:8]2[c:9]([cH:11][cH:12][cH:13][cH:14]2)[NH:10]1.[O:40]1[CH2:41][CH2:42][CH2:43][CH2:44]1>>[O:3]=[C:4]1[CH:5]([NH:21][C:22](=[O:23])[O:24][C:25]([CH3:26])([CH3:27])[CH3:28])[CH2:6][N:7]([C:15]([C:16]([CH3:17])([CH3:18])[CH3:19])=[O:20])[c:8]2[c:9]([cH:11][cH:12][cH:13][cH:14]2)[N:10]1[CH2:30][C:31](=[O:32])[c:33]1[c:34]([CH3:39])[cH:35][cH:36][cH:37][cH:38]1. The reactants are BrC(CC1C(C(C1(C)C)Br)=O)(Br)Br (2-(2',2',2'-tribromoethyl)-3,3-dimethyl-4-bromocyclobutanone), [OH-].[Na+] (NaOH), O1CCOCC1 (dioxane). Solvent: O (water). Conditions: temperature 80 celsius, time 1 hour. Product: BrC(=C[C@@H]1[C@@H](C1(C)C)C(=O)O)Br (cis-2-(2',2'-dibromovinyl)-3,3-dimethylcyclopropanecarboxylic acid). Isolated yield 88.0%. As a reaction SMILES: Br[C:2]([Br:13])([Br:12])[CH2:3][CH:4]1[C:7]([CH3:9])([CH3:8])[CH:6](Br)[C:5]1=[O:11].[OH-].[Na+].[O:16]1CCOCC1>O>[Br:13][C:2]([Br:12])=[CH:3][C@H:4]1[C:7]([CH3:8])([CH3:9])[C@H:6]1[C:5]([OH:11])=[O:16] |f:1.2|. Reported procedure: 700 mg (1.56 mmols) of 2-(2',2',2'-tribromoethyl)-3,3-dimethyl-4-bromocyclobutanone are stirred with a solution of 190 mg of NaOH in 5 ml of water, to which 0.5 ml of dioxane has been added, for 2 hours at room temperature. The mixture is then stirred for 1 hour at 80° C. The clear solution is worked up to the acid in the customary way. 410 mg (88% of theory) of cis-2-(2',2'-dibromovinyl)-3,3-dimethylcyclopropanecarboxylic acid are obtained. Reactants: CC(C)(C)[Si](C)(C)Cl, [H-], [Na+], C1CCOC1, Oc1cccc2[nH]nnc12. Yields the product CC(C)(C)[Si](C)(C)Oc1cccc2[nH]nnc12. As a reaction SMILES: [C:13]([CH3:14])([CH3:15])([CH3:16])[Si:17]([CH3:18])([CH3:19])[Cl:20].[H-:11].[Na+:12].[O:21]1[CH2:22][CH2:23][CH2:24][CH2:25]1.[nH:1]1[n:2][n:3][c:4]2[c:5]1[cH:6][cH:7][cH:8][c:9]2[OH:10]>>[nH:1]1[n:2][n:3][c:4]2[c:5]1[cH:6][cH:7][cH:8][c:9]2[O:10][Si:17]([C:13]([CH3:14])([CH3:15])[CH3:16])([CH3:18])[CH3:19]. Starting materials: CN(C)CCOc1ccc2c(c1)C(=O)C(C)(C)CC2c1ccc(Cl)cc1, [Li]C, O. Yields the product C=C1c2cc(OCCN(C)C)ccc2C(c2ccc(Cl)cc2)CC1(C)C. Reaction SMILES: [Cl:3][c:4]1[cH:5][cH:6][c:7]([CH:10]2[CH2:11][C:12]([CH3:27])([CH3:28])[C:13](=[O:26])[c:14]3[cH:15][c:16]([O:20][CH2:21][CH2:22][N:23]([CH3:24])[CH3:25])[cH:17][cH:18][c:19]32)[cH:8][cH:9]1.[Li:1][CH3:2].[OH2:29]>>[CH2:2]=[C:13]1[C:12]([CH3:27])([CH3:28])[CH2:11][CH:10]([c:7]2[cH:6][cH:5][c:4]([Cl:3])[cH:9][cH:8]2)[c:19]2[c:14]1[cH:15][c:16]([O:20][CH2:21][CH2:22][N:23]([CH3:24])[CH3:25])[cH:17][cH:18]2. Reactants: Clc1ccc(-c2cnc(Br)c(Br)c2)cc1, C#C[Si](C)(C)C. Product: C[Si](C)(C)C#Cc1ncc(-c2ccc(Cl)cc2)cc1Br. As a reaction SMILES: [Br:1][c:2]1[n:3][cH:4][c:5](-[c:9]2[cH:10][cH:11][c:12]([Cl:15])[cH:13][cH:14]2)[cH:6][c:7]1[Br:8].[CH3:16][Si:17]([CH3:18])([CH3:19])[C:20]#[CH:21]>>[c:2]1([C:21]#[C:20][Si:17]([CH3:16])([CH3:18])[CH3:19])[n:3][cH:4][c:5](-[c:9]2[cH:10][cH:11][c:12]([Cl:15])[cH:13][cH:14]2)[cH:6][c:7]1[Br:8]. Reactants: COC(=O)CC(=O)OC, Cc1ccccc1, O=[N+]([O-])C=Cc1ccc2c(c1)OCO2. The product is COC(=O)C(C(=O)OC)C(C[N+](=O)[O-])c1ccc2c(c1)OCO2. RXN SMILES: [C:15]([CH2:16][C:17](=[O:18])[O:19][CH3:20])(=[O:21])[O:22][CH3:23].[CH3:24][c:25]1[cH:26][cH:27][cH:28][cH:29][cH:30]1.[N+:1](=[O:2])([O-:3])[CH:4]=[CH:5][c:6]1[cH:7][c:8]2[c:9]([cH:13][cH:14]1)[O:10][CH2:11][O:12]2>>[N+:1](=[O:2])([O-:3])[CH2:4][CH:5]([c:6]1[cH:7][c:8]2[c:9]([cH:13][cH:14]1)[O:10][CH2:11][O:12]2)[CH:16]([C:15](=[O:21])[O:22][CH3:23])[C:17](=[O:18])[O:19][CH3:20]. The reactants are C(C)(C)(C)OC(=O)N1CCN(CC1)C1=NC(=C(N=C1)N)C(NC1=NC=CC=C1)=O (Tert-butyl-4-[5-amino-6-(2-pyridylcarbamoyl)pyrazin-2-yl]piperazine-1-carboxylate), C(=O)(C(F)(F)F)O (TFA), C(=O)(C(F)(F)F)O (TFA). Run in C(Cl)Cl (DCM), CO.C(Cl)Cl (MeOH DCM). Run at time 15 minute. The product is NC=1C(=NC(=CN1)N1CCNCC1)C(=O)NC1=NC=CC=C1 (3-amino-6-(piperazin-1-yl)-N-(pyridin-2-yl)pyrazine-2-carboxamide). Yield: 73.0%. RXN SMILES: C(OC([N:8]1[CH2:13][CH2:12][N:11]([C:14]2[CH:19]=[N:18][C:17]([NH2:20])=[C:16]([C:21](=[O:29])[NH:22][C:23]3[CH:28]=[CH:27][CH:26]=[CH:25][N:24]=3)[N:15]=2)[CH2:10][CH2:9]1)=O)(C)(C)C.C(O)(C(F)(F)F)=O>C(Cl)Cl.CO.C(Cl)Cl>[NH2:20][C:17]1[C:16]([C:21]([NH:22][C:23]2[CH:28]=[CH:27][CH:26]=[CH:25][N:24]=2)=[O:29])=[N:15][C:14]([N:11]2[CH2:10][CH2:9][NH:8][CH2:13][CH2:12]2)=[CH:19][N:18]=1 |f:3.4|. Procedure: Tert-butyl-4-[5-amino-6-(2-pyridylcarbamoyl)pyrazin-2-yl]piperazine-1-carboxylate (5.43 g, 13.59 mmol) was suspended in DCM (50 mL) and stirred at 0° C. during addition of TFA (10 ml). The reaction mixture was warmed to RT over 2 hours but analysis showed little deprotection. The reaction was treated with a further 30 ml of TFA and stirred at RT for 15 minutes. The mixture was concentrated under reduced pressure to give a dark red oil which was dissolved in MeOH/DCM and azeotroped with toluene t...